From a dataset of the Open Reaction Database (ORD), a public repository of structured organic reaction records. describe an organic reaction: reactants, conditions, products, and yield The reactants are BrC=1C(=NC=CC1)C (3-bromo-2-picoline), [Se](=O)=O (selenium(IV) oxide), O1CCOCC1 (dioxane). Yields the product [N+]=1(C(=CC=CC1)C=O)[O-] (2-pyridine carboxaldehyde 1-oxide). The yield is 29.0%. As a reaction SMILES: Br[C:2]1C(C)=[N:4][CH:5]=[CH:6][CH:7]=1.[Se](=O)=[O:10].[O:12]1[CH2:17][CH2:16]OCC1>>[N+:4]1([O-:10])[C:16]([CH:17]=[O:12])=[CH:2][CH:7]=[CH:6][CH:5]=1. Procedure details: To a solution of 3-bromo-2-picoline (prepared as described by Guthikonda, R. N.; Cama, L. D.; Quesada, M.; Woods, M. F.; Salzmann, T. N.; Christensen, B. G. J. Med. Chem. 1987, 30, 871-880) (249 mg, 1.45 mmol) in dioxane (2 mL) was added selenium(IV) oxide (212 mg, 1.91 mmol) and the mixture stirred at reflux overnight. The reaction mixture was concentrated under reduced pressure and purified by column chromatography on silica gel (Hexanes/ether, 3:1) to afford the title compound (78 mg, 29%) as... Reactants: C(C)N1C=C(C(C2=CC(=C(C(=C12)F)N1CC(NCC1)C)F)=O)C(=O)O (1-ethyl-6,8-difluoro-1,4-dihydro-7-(3-methyl-1-piperazinyl)-4-oxoquinoline-3-carboxylic acid), C=O (formalin). Solvent: C(=O)O (formic acid). Yields the product CC1CN(CCN1C)C1=C(C=C2C(C(=CN(C2=C1F)CC)C(=O)O)=O)F (7-(3,4-Dimethyl-1-piperazinyl)-1-ethyl-6,8-difluoro-1,4-dihydro-4-oxoquinoline-3-carboxlic acid). RXN SMILES: [CH2:1]([N:3]1[C:12]2[C:7](=[CH:8][C:9]([F:21])=[C:10]([N:14]3[CH2:19][CH2:18][NH:17][CH:16]([CH3:20])[CH2:15]3)[C:11]=2[F:13])[C:6](=[O:22])[C:5]([C:23]([OH:25])=[O:24])=[CH:4]1)[CH3:2].[CH2:26]=O>C(O)=O>[CH3:20][CH:16]1[N:17]([CH3:26])[CH2:18][CH2:19][N:14]([C:10]2[C:11]([F:13])=[C:12]3[C:7]([C:6](=[O:22])[C:5]([C:23]([OH:25])=[O:24])=[CH:4][N:3]3[CH2:1][CH3:2])=[CH:8][C:9]=2[F:21])[CH2:15]1. Reported procedure: A mixture of 1.40 g of 1-ethyl-6,8-difluoro-1,4-dihydro-7-(3-methyl-1-piperazinyl)-4-oxoquinoline-3-carboxylic acid, 2.8 ml of 90% formic acid and 2.2 ml of 37% formalin was heated for 4 hours under reflux. The reaction mixture was evaporated and the residue was dissolved in water. The solution was neutralized with aqueous sodium bicarbonate. The precipitate was filtered and recrystallized from ethanol to give 0.32 g of the title compound as colorless needles, M.p. 211.5°-212° C. The reactants are CCCCO, CO, Cc1nc2cnccc2n1-c1ccc(C2=Nc3cc(Cl)c(Cl)cc3NC(=S)C2)cc1, NN, O. As a reaction SMILES: [CH2:34]([OH:35])[CH2:36][CH2:37][CH3:38].[CH3:39][OH:40].[Cl:1][c:2]1[cH:3][c:4]2[c:5]([cH:28][c:29]1[Cl:30])[NH:6][C:7](=[S:27])[CH2:8][C:9]([c:11]1[cH:12][cH:13][c:14](-[n:17]3[c:18]([CH3:26])[n:19][c:20]4[cH:21][n:22][cH:23][cH:24][c:25]34)[cH:15][cH:16]1)=[N:10]2.[NH2:32][NH2:33].[OH2:31]>>[Cl:1][c:2]1[cH:3][c:4]2[c:5]([cH:28][c:29]1[Cl:30])[N:6]=[C:7]([NH:32][NH2:33])[CH2:8][C:9]([c:11]1[cH:12][cH:13][c:14](-[n:17]3[c:18]([CH3:26])[n:19][c:20]4[cH:21][n:22][cH:23][cH:24][c:25]34)[cH:15][cH:16]1)=[N:10]2. Product: Cc1nc2cnccc2n1-c1ccc(C2=Nc3cc(Cl)c(Cl)cc3N=C(NN)C2)cc1.